Dataset: the Open Reaction Database (ORD), a public repository of structured organic reaction records. Task: describe an organic reaction: reactants, conditions, products, and yield Reactants: C(#N)NC(SC)=NCCSCC1=C(N=CN1)C (N-Cyano-N'-[2-((4-methyl-5-imidazolyl)methylthio)ethyl]-S-methylisothiourea), NCCNC ((2-aminoethyl)methylamine). Run at time 15 hour. Yields the product C(#N)NC(=NCCSCC1=C(N=CN1)C)NCCNC (N-Cyano-N'-(2-methylaminoethyl)-N"-[2-((4-methyl-5-imidazolyl)methylthio)ethyl]guanidine). RXN SMILES: [C:1]([NH:3][C:4](=[N:7][CH2:8][CH2:9][S:10][CH2:11][C:12]1[NH:16][CH:15]=[N:14][C:13]=1[CH3:17])SC)#[N:2].[NH2:18][CH2:19][CH2:20][NH:21][CH3:22]>>[C:1]([NH:3][C:4]([NH:18][CH2:19][CH2:20][NH:21][CH3:22])=[N:7][CH2:8][CH2:9][S:10][CH2:11][C:12]1[NH:16][CH:15]=[N:14][C:13]=1[CH3:17])#[N:2]. Reported procedure: N-Cyano-N'-[2-((4-methyl-5-imidazolyl)methylthio)ethyl]-S-methylisothiourea (5.4 g) and (2-aminoethyl)methylamine (25 ml) were mixed together and left for 15 hours at 20° C. Evaporation to dryness and azeotroping with acetonitrile to remove excess diamine gave a solid residue which was recrystallised from isopropanol to give the title compound (4.8 g), m.p. 146°-148° C.